From a dataset of the Open Reaction Database (ORD), a public repository of structured organic reaction records. describe an organic reaction: reactants, conditions, products, and yield Reactants: CC(C)N, Cl, [I-], [K+], ClCCSc1ccccc1. Product: Cl, CC(C)NCCSc1ccccc1. RXN SMILES: [CH3:14][CH:15]([CH3:16])[NH2:17].[ClH:13].[I-:12].[K+:11].[c:1]1([S:7][CH2:8][CH2:9][Cl:10])[cH:2][cH:3][cH:4][cH:5][cH:6]1>>[ClH:10].[c:1]1([S:7][CH2:8][CH2:9][NH:17][CH:15]([CH3:14])[CH3:16])[cH:2][cH:3][cH:4][cH:5][cH:6]1.